From a dataset of the Open Reaction Database (ORD), a public repository of structured organic reaction records. describe an organic reaction: reactants, conditions, products, and yield Starting materials: C1(CC1)NC=1C2=C(N=C(N1)NC=1C=C3CCC(NC3=CC1)=O)NC=C2C#N (4-(cyclopropylamino)-2-(2-oxo-1,2,3,4-tetrahydroquinolin-6-ylamino)-7H-pyrrolo[2,3-d]pyrimidine-5-carbonitrile), C(=O)([O-])[O-].[K+].[K+] (K2CO3), OO (H2O2). Solvent: CS(=O)C (DMSO). Yields the product C1(CC1)NC=1C2=C(N=C(N1)NC=1C=C3CCC(NC3=CC1)=O)NC=C2C(=O)N (4-(cyclopropylamino)-2-(2-oxo-1,2,3,4-tetrahydroquinolin-6-ylamino)-7H-pyrrolo[2,3-d]pyrimidine-5-carboxamide). Yield: 22.3%. As a reaction SMILES: [CH:1]1([NH:4][C:5]2[C:6]3[C:25]([C:26]#[N:27])=[CH:24][NH:23][C:7]=3[N:8]=[C:9]([NH:11][C:12]3[CH:13]=[C:14]4[C:19](=[CH:20][CH:21]=3)[NH:18][C:17](=[O:22])[CH2:16][CH2:15]4)[N:10]=2)[CH2:3][CH2:2]1.C([O-])([O-])=[O:29].[K+].[K+].OO>CS(C)=O>[CH:1]1([NH:4][C:5]2[C:6]3[C:25]([C:26]([NH2:27])=[O:29])=[CH:24][NH:23][C:7]=3[N:8]=[C:9]([NH:11][C:12]3[CH:13]=[C:14]4[C:19](=[CH:20][CH:21]=3)[NH:18][C:17](=[O:22])[CH2:16][CH2:15]4)[N:10]=2)[CH2:2][CH2:3]1 |f:1.2.3|. Procedure details: A solution of 4-(cyclopropylamino)-2-(2-oxo-1,2,3,4-tetrahydroquinolin-6-ylamino)-7H-pyrrolo[2,3-d]pyrimidine-5-carbonitrile (30 mg, 0.083 mmol), K2CO3 (100 mg, 0.724 mmol) and H2O2 (50% aq., 0.500 mL) in DMSO (1 mL) was heated at 100° C. for 5 min. Gas evolved violently. After cooling down, the mixture was purified by HPLC to give the titled compound (7 mg). MS 378.4 (M+H); UV 200.4, 241.8, 295.8 nm. Starting materials: BrC1=CC=CC(=N1)C(O)C1=NC(=CC=C1)Br (bis(6-bromopyridin-2-yl)methanol), C1(=CC=CC=C1)P(C1=CC=CC=C1)C1=CC=CC=C1 (triphenylphophine), C(Cl)(Cl)(Cl)Cl (CCl4). Run in C(Cl)Cl (CH2Cl2). Conditions: time 8 hour. The product is BrC1=NC(=CC=C1)C(Cl)C1=NC(=CC=C1)Br (2-bromo-6-[(6-bromopyridin-2-yl)(chloro)methyl]pyridine). RXN SMILES: [Br:1][C:2]1[N:7]=[C:6]([CH:8]([C:10]2[CH:15]=[CH:14][CH:13]=[C:12]([Br:16])[N:11]=2)O)[CH:5]=[CH:4][CH:3]=1.C1(P(C2C=CC=CC=2)C2C=CC=CC=2)C=CC=CC=1.C(Cl)(Cl)(Cl)[Cl:37]>C(Cl)Cl>[Br:1][C:2]1[CH:3]=[CH:4][CH:5]=[C:6]([CH:8]([C:10]2[CH:15]=[CH:14][CH:13]=[C:12]([Br:16])[N:11]=2)[Cl:37])[N:7]=1. Procedure: To the solution of bis(6-bromopyridin-2-yl)methanol (1.07 g, 3.11 mmol) in CCl4 (15 mL) and CH2Cl2(15 mL) was added triphenylphophine (1.14 g, 4.36 mmol) and stirred overnight. The mixture was concentrated and the residue was purified by silica gel chromatography (5-10% EtOAc in hexane) to give 2-bromo-6-[(6-bromopyridin-2-yl)(chloro)methyl]pyridine. LRMS m/z (M+H) Calcd: 362.5, found: 362.8. The reactants are Cc1nc2ccnn2c(O)c1Cl, O=P(Cl)(Cl)Cl. The product is Cc1nc2ccnn2c(Cl)c1Cl. Reaction SMILES: [Cl:6][c:7]1[c:8]([CH3:17])[n:9][c:10]2[n:11]([c:12]1[OH:13])[n:14][cH:15][cH:16]2.[P:1]([Cl:2])([Cl:3])([Cl:4])=[O:5]>>[Cl:3][c:12]1[c:7]([Cl:6])[c:8]([CH3:17])[n:9][c:10]2[n:11]1[n:14][cH:15][cH:16]2. The reactants are OC=1C=C2CCC(NC2=CC1)=O (6-hydroxy-3,4-dihydrocarbostyril), C1(CCCCC1)N1N=NN=C1CCCCCl (1-cyclohexyl-5-(4-chlorobutyl)-1,2,3,4-tetrazole), C([O-])([O-])=O.[K+].[K+] (potassium carbonate), [OH-].[Na+] (sodium hydroxide). The reagents and catalysts are S(=O)([O-])[O-].[Na+].[Na+] (sodium sulfite). Solvent: CO (methanol). Conditions: temperature 92 celsius. Product: C1=CC2=C(C=C1OCCCCC3=NN=NN3C4CCCCC4)CCC(=O)N2 (cilostazol). Isolated yield 93.4%. As a reaction SMILES: [OH:1][C:2]1[CH:3]=[C:4]2[C:9](=[CH:10][CH:11]=1)[NH:8][C:7](=[O:12])[CH2:6][CH2:5]2.[CH:13]1([N:19]2[C:23]([CH2:24][CH2:25][CH2:26][CH2:27]Cl)=[N:22][N:21]=[N:20]2)[CH2:18][CH2:17][CH2:16][CH2:15][CH2:14]1.C(=O)([O-])[O-].[K+].[K+].[OH-].[Na+]>S([O-])([O-])=O.[Na+].[Na+].CO>[CH:11]1[C:2]([O:1][CH2:27][CH2:26][CH2:25][CH2:24][C:23]2[N:19]([CH:13]3[CH2:18][CH2:17][CH2:16][CH2:15][CH2:14]3)[N:20]=[N:21][N:22]=2)=[CH:3][C:4]2[CH2:5][CH2:6][C:7]([NH:8][C:9]=2[CH:10]=1)=[O:12] |f:2.3.4,5.6,7.8.9|. Procedure details: Into a reaction vessel having a capacity of 500 mL were introduced 6-hydroxy-3,4-dihydrocarbostyril (30 g, 0.18 mol), 1-cyclohexyl-5-(4-chlorobutyl)-1,2,3,4-tetrazole (49.09 g, 0.20 mol, 1.1 M), potassium carbonate (55.90 g, 0.40 mol, 2.2 M), sodium hydroxide (5.88 g, 0.15 mol, 0.8 M), sodium sulfite (1.5 g, 0.01 mol) and purified water (150 ml). The mixture of the reactants was heated at about 92° C. for about 6 hours with circulating by continuous disperser (pipeline homomixer T.K.ROBO MIX man... Starting materials: C(F)(F)(C(F)(F)C(F)(F)C(F)(F)F)S(=O)(=O)F (C4F9SO2F), [O-]S(=O)[O-].[Na+].[Na+] (Na2SO3), C(=O)(O)[O-].[Na+] (NaHCO3), DI-water, sulfinate, FC(C(C(C(F)(F)F)(F)F)(F)F)(S(=O)(=O)[O-])F.[Na+] (sodium perfluorobutyl sulfonate). Run in CCO (EtOH), CCO (EtOH). Conditions: temperature 60 celsius. Yields the product FC(C(C(C(F)(F)F)(F)F)(F)F)(S(=O)[O-])F.[Na+] (sodium perfluorobutyl sulfinate). Isolated yield 65.0%. Reaction SMILES: [C:1]([S:14](F)(=[O:16])=[O:15])([C:4]([C:7]([C:10]([F:13])([F:12])[F:11])([F:9])[F:8])([F:6])[F:5])([F:3])[F:2].[O-]S([O-])=O.[Na+:22].[Na+].C([O-])(O)=O.[Na+].FC(F)(S([O-])(=O)=O)C(F)(F)C(F)(F)C(F)(F)F.[Na+]>CCO>[F:3][C:1]([F:2])([S:14]([O-:16])=[O:15])[C:4]([F:5])([F:6])[C:7]([F:9])([F:8])[C:10]([F:13])([F:12])[F:11].[Na+:22] |f:1.2.3,4.5,6.7,9.10|. Procedure: A three necked 500 ml reaction flask, equipped with a reflux condenser, a stirrer, a thermometer and a heating mantle was charged with 30.2 g of C4F9SO2F (0.1 moles), 15.1 g Na2SO3 (0.12 moles), 16.8 g NaHCO3 (0.2 moles), 50 g EtOH and 50 g DI-water. The reaction mixture was degassed 3 times using nitrogen and aspirator vacuum. The mixture was then heated to 60° C. under a nitrogen atmosphere for 16 hours. A slightly yellow reaction mixture with a pH of 6.5 was obtained. EtOH was stripped off un... Reactants: [BH4-], CO, CCCCCC, CCOC(C)=O, CC(=O)Cc1c(Cl)cccc1Cl, [Na+]. Product: CC(O)Cc1c(Cl)cccc1Cl. As a reaction SMILES: [BH4-:13].[CH3:15][OH:16].[CH3:17][CH2:18][CH2:19][CH2:20][CH2:21][CH3:22].[CH3:23][CH2:24][O:25][C:26]([CH3:27])=[O:28].[Cl:1][c:2]1[c:3]([CH2:9][C:10]([CH3:11])=[O:12])[c:4]([Cl:8])[cH:5][cH:6][cH:7]1.[Na+:14]>>[Cl:1][c:2]1[c:3]([CH2:9][CH:10]([CH3:11])[OH:12])[c:4]([Cl:8])[cH:5][cH:6][cH:7]1. The reactants are CC#N, [O-][Cl+][O-], Cc1ccc(C(=O)NC2CC2)cc1-n1ncc(C(=O)c2cccc(C=O)c2)c1N, [Na+], [Na+], [Na+], OO, O=S([O-])[O-]. Yields the product Cc1ccc(C(=O)NC2CC2)cc1-n1ncc(C(=O)c2cccc(C(=O)O)c2)c1N. As a reaction SMILES: [CH3:42][C:43]#[N:44].[Cl+:32]([O-:33])[O-:34].[NH2:1][c:2]1[c:3]([C:20]([c:21]2[cH:22][c:23]([CH:27]=[O:28])[cH:24][cH:25][cH:26]2)=[O:29])[cH:4][n:5][n:6]1-[c:7]1[cH:8][c:9]([C:10](=[O:11])[NH:12][CH:13]2[CH2:14][CH2:15]2)[cH:16][cH:17][c:18]1[CH3:19].[Na+:35].[Na+:40].[Na+:41].[OH:30][OH:31].[S:36]([O-:37])([O-:38])=[O:39]>>[NH2:1][c:2]1[c:3]([C:20]([c:21]2[cH:22][c:23]([C:27](=[O:28])[OH:33])[cH:24][cH:25][cH:26]2)=[O:29])[cH:4][n:5][n:6]1-[c:7]1[cH:8][c:9]([C:10](=[O:11])[NH:12][CH:13]2[CH2:14][CH2:15]2)[cH:16][cH:17][c:18]1[CH3:19]. The reactants are CC(CO)(N1C=NC=2C=NC=3C=CC=CC3C21)C (beta,beta-dimethyl-1H-imidazo[4,5-c]quinoline-1-ethanol), C(C)(=O)OC(C)=O (acetic anhydride), ClC1=CC(=CC=C1)C(=O)OO (meta-chloroperbenzoic acid). The solvent is CO (methanol). Conditions: temperature 100 celsius, time 3 hour. Yields the product C(C)(=O)OCC(C)(C)N1C=NC=2C=[N+](C=3C=CC=CC3C21)[O-] (1-(2-acetoxy-1,1-dimethylethyl)-1H-imidazo[4,5-c]quinoline-5-oxide). RXN SMILES: [CH3:1][C:2]([CH3:18])([N:5]1[C:17]2[C:16]3[CH:15]=[CH:14][CH:13]=[CH:12][C:11]=3[N:10]=[CH:9][C:8]=2[N:7]=[CH:6]1)[CH2:3][OH:4].[C:19](OC(=O)C)(=[O:21])[CH3:20].ClC1C=CC=C(C(OO)=[O:34])C=1>CO>[C:19]([O:4][CH2:3][C:2]([N:5]1[C:17]2[C:16]3[CH:15]=[CH:14][CH:13]=[CH:12][C:11]=3[N+:10]([O-:34])=[CH:9][C:8]=2[N:7]=[CH:6]1)([CH3:18])[CH3:1])(=[O:21])[CH3:20]. Reported procedure: A mixture of 67.8 g (0.281 mole) of beta,beta-dimethyl-1H-imidazo[4,5-c]quinoline-1-ethanol and 170 mL of acetic anhydride was heated at about 100° C. for three hours. To this solution was added 1700 mL of methanol and the solution was refluxed for about 0.5 hour. The solution was evaporated in vacuo and the residue was basified with a saturated sodium bicarbonate solution. Scratching provided an off-white solid which was separated by filtration, washed with water and dissolved in chloroform. Th... The reactants are C(C1=CC=CC=C1)N1CCN(CCC1)C1CCC(CC1)N (4-(4-benzyl-1,4-diazepan-1-yl)cyclohexanamine), C(C1=CC=CC=C1)N1CCN(CCC1)C1CCC(CC1)N (4-(4-benzyl-1,4-diazepan-1-yl)cyclohexanamine), C1(CCCC1)N1C2=C(N(C(C3(C1)CC3)=O)C)C=NC(=N2)NC2=C(C=C(C(=O)O)C=C2)OC (4-(9′-Cyclopentyl-5′-methyl-6′-oxo-5′,6′,8′,9′-tetrahydrospiro[cyclopropane-1,7′-pyrimido[4,5-b][1,4]diazepine]-2′-ylamino)-3-methoxybenzoic acid), C1(CCCC1)N1C2=C(N(C(C3(C1)CC3)=O)C)C=NC(=N2)NC2=C(C=C(C(=O)O)C=C2)OC (4-(9′-Cyclopentyl-5′-methyl-6′-oxo-5′,6′,8′,9′-tetrahydrospiro[cyclopropane-1,7′-pyrimido[4,5-b][1,4]diazepine]-2′-ylamino)-3-methoxybenzoic acid), CCN(C(C)C)C(C)C (DIPEA), CN(C)C(=[N+](C)C)ON1C2=C(C=CC=C2)N=N1.[B-](F)(F)(F)F (TBTU). The solvent is CN(C)C=O (DMF), CN(C)C=O (DMF). Conditions: time 2 hour. The product is C(C1=CC=CC=C1)N1CCN(CCC1)C1CCC(CC1)NC(C1=CC(=C(C=C1)NC=1N=CC2=C(N(CC3(C(N2C)=O)CC3)C3CCCC3)N1)OC)=O (N-(4-(4-benzyl-1,4-diazepan-1-yl)cyclohexyl)-4-(9′-cyclopentyl-5′-methyl-6′-oxo-5′,6′,8′,9′-tetrahydrospiro[cyclopropane-1,7′-pyrimido[4,5-b][1,4]diazepine]-2′-ylamino)-3-methoxybenzamide). RXN SMILES: [CH:1]1([N:6]2[CH2:12][C:11]3([CH2:14][CH2:13]3)[C:10](=[O:15])[N:9]([CH3:16])[C:8]3[CH:17]=[N:18][C:19]([NH:21][C:22]4[CH:30]=[CH:29][C:25]([C:26](O)=[O:27])=[CH:24][C:23]=4[O:31][CH3:32])=[N:20][C:7]2=3)[CH2:5][CH2:4][CH2:3][CH2:2]1.CCN(C(C)C)C(C)C.CN(C(ON1N=NC2C=CC=CC1=2)=[N+](C)C)C.[B-](F)(F)(F)F.[CH2:64]([N:71]1[CH2:77][CH2:76][CH2:75][N:74]([CH:78]2[CH2:83][CH2:82][CH:81]([NH2:84])[CH2:80][CH2:79]2)[CH2:73][CH2:72]1)[C:65]1[CH:70]=[CH:69][CH:68]=[CH:67][CH:66]=1>CN(C=O)C>[CH2:64]([N:71]1[CH2:77][CH2:76][CH2:75][N:74]([CH:78]2[CH2:83][CH2:82][CH:81]([NH:84][C:26](=[O:27])[C:25]3[CH:29]=[CH:30][C:22]([NH:21][C:19]4[N:18]=[CH:17][C:8]5[N:9]([CH3:16])[C:10](=[O:15])[C:11]6([CH2:13][CH2:14]6)[CH2:12][N:6]([CH:1]6[CH2:2][CH2:3][CH2:4][CH2:5]6)[C:7]=5[N:20]=4)=[C:23]([O:31][CH3:32])[CH:24]=3)[CH2:80][CH2:79]2)[CH2:73][CH2:72]1)[C:65]1[CH:66]=[CH:67][CH:68]=[CH:69][CH:70]=1 |f:2.3|. Reported procedure: 4-(9′-Cyclopentyl-5′-methyl-6′-oxo-5′,6′,8′,9′-tetrahydrospiro[cyclopropane-1,7′-pyrimido[4,5-b][1,4]diazepine]-2′-ylamino)-3-methoxybenzoic acid (Intermediate 5) (66 mg, 0.15 mmol, 1 eq), DIPEA (52 μl, 0.3 mmol, 2 eq) and TBTU (54 mg, 0.17 mmol, 1.1 eq) were added to 1 mL DMF and the resulting solution was stirred at rt for 20 min before the addition of 4-(4-benzyl-1,4-diazepan-1-yl)cyclohexanamine (Intermediate 16) (54 mg, 0.19 mmol, 1.27 eq) dissolved in DMF (0.5 mL). The RM was then stirred ... The reactants are O=C(Cl)CBr, NC1CCN(Cc2ccccc2)C1, ClCCl. Product: O=C(CBr)NC1CCN(Cc2ccccc2)C1, Cl. As a reaction SMILES: [Br:14][CH2:15][C:16](=[O:17])[Cl:18].[CH2:1]([c:2]1[cH:3][cH:4][cH:5][cH:6][cH:7]1)[N:8]1[CH2:9][CH:10]([NH2:13])[CH2:11][CH2:12]1.[Cl:19][CH2:20][Cl:21]>>[CH2:1]([c:2]1[cH:3][cH:4][cH:5][cH:6][cH:7]1)[N:8]1[CH2:9][CH:10]([NH:13][C:16]([CH2:15][Br:14])=[O:17])[CH2:11][CH2:12]1.[ClH:18].